Dataset: the Open Reaction Database (ORD), a public repository of structured organic reaction records. Task: describe an organic reaction: reactants, conditions, products, and yield Reagents/catalysts: [Cl-].[Zn+2].[Cl-] (zinc chloride). The solvent is C1(=CC=CC=C1)C (toluene), C1=CC=CC=C1 (benzene), CCCCCC (hexane), C1CCOC1 (THF). Reaction SMILES: [O:1]=[CH:2][C:3]([Cl:6])([Cl:5])[Cl:4].C([O:9]CC)C.O1CCOCC1.CN1C=CC=C1>[Cl-].[Zn+2].[Cl-].CCCCCC.C1(C)C=CC=CC=1.C1C=CC=CC=1.C1COCC1>[Cl:4][C:3]([Cl:6])([Cl:5])[C:2]([OH:9])=[O:1].[O:1]=[CH:2][C:3]([Cl:6])([Cl:5])[Cl:4] |f:4.5.6|. Yields the product ClC(C(=O)O)(Cl)Cl (trichloroacetic acid), O=CC(Cl)(Cl)Cl (chloral). The reactants are O=CC(Cl)(Cl)Cl (Chloral), CN1C=CC=C1 (N-methylpyrrole), N-hydrocarbylpyrrole, C(C)OCC (diethyl ether), O=CC(Cl)(Cl)Cl (chloral), O=CC(Cl)(Cl)Cl (chloral), hydrocarbons, 2,2,2-trichloro-1-(N-hydrocarbylpyrryl-2)-ethanol, O=CC(Cl)(Cl)Cl (chloral), O1CCOCC1 (dioxane). Procedure details: As a result of their studies on the process, Kondo, Suda and Tunemoto found that it was possible to obtain the 2,2,2-trichloro-1-(N-hydrocarbylpyrryl-2)-ethanol adduct in almost quantitative yield by reacting chloral with N-hydrocarbylpyrrole at from -10° C. to about 36° C. without using a Lewis acid catalyst such as zinc chloride. As reported in their above referred to co-pending application, it was discovered that the rate of this reaction--which is preferably conducted in the presence of solv...